From a dataset of the Open Reaction Database (ORD), a public repository of structured organic reaction records. describe an organic reaction: reactants, conditions, products, and yield Reactants: C(C(C)C)(=O)N[C@@H](CS)C(=O)O (N-Isobutyryl-L-cysteine), OO (Hydrogen peroxide). The solvent is O (water). Conditions: time 6 hour. The product is CC(C(=O)N[C@H](C(=O)O)CSSC[C@@H](C(=O)O)NC(C(C)C)=O)C ((R,R)-N,N'-di(2-methylpropionyl)-3,3'-dithiobis(2-aminopropionic acid)). As a reaction SMILES: [C:1]([NH:6][C@H:7]([C:10]([OH:12])=[O:11])[CH2:8][SH:9])(=[O:5])[CH:2]([CH3:4])[CH3:3].OO>O>[CH3:3][CH:2]([CH3:4])[C:1]([NH:6][C@@H:7]([CH2:8][S:9][S:9][CH2:8][C@H:7]([NH:6][C:1](=[O:5])[CH:2]([CH3:3])[CH3:4])[C:10]([OH:12])=[O:11])[C:10]([OH:12])=[O:11])=[O:5]. Procedure: N-Isobutyryl-L-cysteine (9.5 g, 50 mmol) was dissolved in 50 mL of water. Hydrogen peroxide (30%, 3.1 mL, 30 mmol) was added and the reaction mixture was stirred at room temperature for 6 hours. After evaporation of the solvent under reduced pressure, a white crystallised oil (9.8 g) was obtained. Recrystallisation from ethyl acetate furnished the title compound as a white solid which was dried in vacuo. Reactants: c1ccc2c(C3CCC4(CC3)OCCO4)c[nH]c2c1, CC(C)=O, Cl. Product: O=C1CCC(c2c[nH]c3ccccc23)CC1. RXN SMILES: [CH2:1]1[O:2][C:4]2([O:3][CH2:19]1)[CH2:5][CH2:6][CH:7]([c:10]1[cH:11][nH:12][c:13]3[cH:14][cH:15][cH:16][cH:17][c:18]13)[CH2:8][CH2:9]2.[CH3:21][C:22](=[O:23])[CH3:24].[ClH:20]>>[O:3]=[C:4]1[CH2:5][CH2:6][CH:7]([c:10]2[cH:11][nH:12][c:13]3[cH:14][cH:15][cH:16][cH:17][c:18]23)[CH2:8][CH2:9]1. Reactants: Cl (hydrochloric acid), O.[OH-].[Li+] (Lithium hydroxide monohydrate), C1(=CC=CC=C1)/C(/CCC(=O)OC)=N/OCC1=CC=C(C=C1)OCC1=NC2=CC=CC=C2C=C1 (methyl E-4-phenyl-4-[4-(2-quinolinylmethoxy)benzyloxyimino]butyrate), O (water). Run in O1CCCC1 (tetrahydrofuran), CO (methanol). Conditions: time 2 hour. The product is C1(=CC=CC=C1)/C(/CCC(=O)O)=N/OCC1=CC=C(C=C1)OCC1=NC2=CC=CC=C2C=C1 (E-4-phenyl-4-[4-(2-quinolinylmethoxy)benzyloxyimino]butyric acid). Yield: 82.7%. Reaction SMILES: O.[OH-].[Li+].[C:4]1(/[C:10](=[N:17]/[O:18][CH2:19][C:20]2[CH:25]=[CH:24][C:23]([O:26][CH2:27][C:28]3[CH:37]=[CH:36][C:35]4[C:30](=[CH:31][CH:32]=[CH:33][CH:34]=4)[N:29]=3)=[CH:22][CH:21]=2)/[CH2:11][CH2:12][C:13]([O:15]C)=[O:14])[CH:9]=[CH:8][CH:7]=[CH:6][CH:5]=1.O.Cl>O1CCCC1.CO>[C:4]1(/[C:10](=[N:17]/[O:18][CH2:19][C:20]2[CH:25]=[CH:24][C:23]([O:26][CH2:27][C:28]3[CH:37]=[CH:36][C:35]4[C:30](=[CH:31][CH:32]=[CH:33][CH:34]=4)[N:29]=3)=[CH:22][CH:21]=2)/[CH2:11][CH2:12][C:13]([OH:15])=[O:14])[CH:5]=[CH:6][CH:7]=[CH:8][CH:9]=1 |f:0.1.2|. Procedure: Lithium hydroxide monohydrate (108 mg) was added to a solution of methyl E-4-phenyl-4-[4-(2-quinolinylmethoxy)benzyloxyimino]butyrate (585 mg) in tetrahydrofuran (6 ml)-water (4 ml)-methanol (4 ml) and stirred at room temperature for 2 hours. 1N hydrochloric acid (2.6 ml) was added to the reaction mixture and extracted with ethyl acetate. The ethyl acetate layer was washed with an aqueous saturated solution of sodium chloride, dried (MgSO4) and concentrated. The residue was recrystallized from e... Starting materials: [N+](=O)([O-])CCC (nitropropane), [N+](=O)([O-])C1=CC=C(C=O)C=C1 (4-nitrobenzaldehyde), [Li]CCCC (n-BuLi), C(CN(CC(=O)O)CC(=O)O)N(CC(=O)O)CC(=O)O (disodium EDTA), TiCl3. Solvent: C1CCOC1 (THF), C(Cl)Cl (CH2Cl2), C1CCOC1 (THF), C(Cl)Cl (CH2Cl2). Reaction conditions: time 3.5 hour. Yields the product [N+](=O)([O-])C1=CC=C(C=C1)C(C(CC)[N+](=O)[O-])O (1-(4-nitrophenyl)-2-nitro-butan-1-ol). Yield: 71.6%. As a reaction SMILES: [Li]CCCC.[N+:6]([CH2:9][CH2:10][CH3:11])([O-:8])=[O:7].[N+:12]([C:15]1[CH:22]=[CH:21][C:18]([CH:19]=[O:20])=[CH:17][CH:16]=1)([O-:14])=[O:13].C(N(CC(O)=O)CC(O)=O)CN(CC(O)=O)CC(O)=O>C1COCC1.C(Cl)Cl>[N+:12]([C:15]1[CH:16]=[CH:17][C:18]([CH:19]([OH:20])[CH:9]([N+:6]([O-:8])=[O:7])[CH2:10][CH3:11])=[CH:21][CH:22]=1)([O-:14])=[O:13]. Procedure: n-BuLi (1.6 M in hexane, 6.24 mL) was added dropwise with stirring to a solution of nitropropane (0.9mL, 10mmol) in THF (12 mL) at -78° C. After 15 minutes a solution of TiCl3 (OPriso) (5 mmol) in THF (2 mL) and CH2Cl2 (3 mL) solution was added. After a further 15 minutes 4-nitrobenzaldehyde (0.75 mL, 5 mmol) in CH2Cl2 (4 mL) was added and the mixture allowed to warm up to room temperature (~30 min). Stirring was continued for a further 3.5 hours at room temperature and the mixture was quenched ...